This data is from the Open Reaction Database (ORD), a public repository of structured organic reaction records. The task is: describe an organic reaction: reactants, conditions, products, and yield The reactants are C(C)(C)(C)OC(=O)N[C@@H](CC1=CC=CC=C1)C(=O)O (N-tert-butoxycarbonyl-L-phenylalanine), NC=1SC=C(N1)CC(=O)OCC (ethyl (2-amino-4-thiazolyl)acetate), ON1C(CCC1=O)=O (N-hydroxysuccinimide), C1(CCCCC1)N=C=NC1CCCCC1 (dicyclohexylcarbodiimide). Yields the product C(C)OC(=O)CC=1N=C(SC1)NC(C(CC1=CC=CC=C1)NC(=O)OC(C)(C)C)=O (N-(4-ethoxycarbonylmethyl-2-thiazolyl)-3-phenyl-2-(tert-butoxycarbonyl)amino-propanamide). The yield is 84.1%. As a reaction SMILES: [C:1]([O:5][C:6]([NH:8][C@H:9]([C:17]([OH:19])=O)[CH2:10][C:11]1[CH:16]=[CH:15][CH:14]=[CH:13][CH:12]=1)=[O:7])([CH3:4])([CH3:3])[CH3:2].ON1C(=O)CCC1=O.C1(N=C=NC2CCCCC2)CCCCC1.[NH2:43][C:44]1[S:45][CH:46]=[C:47]([CH2:49][C:50]([O:52][CH2:53][CH3:54])=[O:51])[N:48]=1>>[CH2:53]([O:52][C:50]([CH2:49][C:47]1[N:48]=[C:44]([NH:43][C:17](=[O:19])[CH:9]([NH:8][C:6]([O:5][C:1]([CH3:2])([CH3:3])[CH3:4])=[O:7])[CH2:10][C:11]2[CH:12]=[CH:13][CH:14]=[CH:15][CH:16]=2)[S:45][CH:46]=1)=[O:51])[CH3:54]. Reported procedure: Alternatively, by working in a way similar to that above reported and by using N-tert-butoxycarbonyl-L-phenylalanine (10 g; 37.7 mmoles), N-hydroxysuccinimide (4.78 g; 41.5 mmoles), dicyclohexylcarbodiimide (8.56 g; 41.5 mmoles) and ethyl (2-amino-4-thiazolyl)acetate (7 g; 37.7 mmoles), a crude was obtained which, chromatographed on silica gel (eluent ligroin:ethyl acetate 6:4) and further crystallized from ligroin, afforded N-(4-ethoxycarbonylmethyl-2-thiazolyl)-3-phenyl-2-(tert-butoxycarbonyl)...